From a dataset of the Open Reaction Database (ORD), a public repository of structured organic reaction records. describe an organic reaction: reactants, conditions, products, and yield The reactants are NC1=CC(=C(C(=O)N(CCCN(C(OC(C)(C)C)=O)C)C)C=C1)Cl (tert-Butyl {3-[(4-amino-2-chlorobenzoyl)(methyl)amino]propyl}methylcarbamate), C1(=C(C=CC=C1)NC(OC1CCN(CC1)CCN(C(CCCCC=O)=O)C)=O)C1=CC=CC=C1 (1-{2-[Methyl(6-oxohexanoyl)amino]ethyl}piperidin-4-yl biphenyl-2-ylcarbamate). The product is C1(=C(C=CC=C1)NC(OC1CCN(CC1)CCN(C)C(CCCCCNC1=CC(=C(C=C1)C(N(C)CCCN(C)C(=O)OC(C)(C)C)=O)Cl)=O)=O)C1=CC=CC=C1 (1-(2-{[6-({4-[{3-([tert-Butoxycarbonyl)(methy)amino]propyl}(methyl)carbamoyl]-3-chlorophenyl}amino)hexanoyl](methyl)amino}ethyl)piperidin-4-yl biphenyl-2-ylcarbamate). Yield: 58.7%. Reaction SMILES: [NH2:1][C:2]1[CH:23]=[CH:22][C:5]([C:6]([N:8]([CH3:21])[CH2:9][CH2:10][CH2:11][N:12]([CH3:20])[C:13](=[O:19])[O:14][C:15]([CH3:18])([CH3:17])[CH3:16])=[O:7])=[C:4]([Cl:24])[CH:3]=1.[C:25]1([C:53]2[CH:58]=[CH:57][CH:56]=[CH:55][CH:54]=2)[CH:30]=[CH:29][CH:28]=[CH:27][C:26]=1[NH:31][C:32](=[O:52])[O:33][CH:34]1[CH2:39][CH2:38][N:37]([CH2:40][CH2:41][N:42]([CH3:51])[C:43](=[O:50])[CH2:44][CH2:45][CH2:46][CH2:47][CH:48]=O)[CH2:36][CH2:35]1>>[C:25]1([C:53]2[CH:54]=[CH:55][CH:56]=[CH:57][CH:58]=2)[CH:30]=[CH:29][CH:28]=[CH:27][C:26]=1[NH:31][C:32](=[O:52])[O:33][CH:34]1[CH2:39][CH2:38][N:37]([CH2:40][CH2:41][N:42]([C:43](=[O:50])[CH2:44][CH2:45][CH2:46][CH2:47][CH2:48][NH:1][C:2]2[CH:23]=[CH:22][C:5]([C:6](=[O:7])[N:8]([CH2:9][CH2:10][CH2:11][N:12]([C:13]([O:14][C:15]([CH3:18])([CH3:16])[CH3:17])=[O:19])[CH3:20])[CH3:21])=[C:4]([Cl:24])[CH:3]=2)[CH3:51])[CH2:36][CH2:35]1. Reported procedure: The compound (149 mg, 0.420 mmol) obtained in Example 85a and the compound (163 mg, 0.351 mmol) obtained in Example 4g were used to give the title compound (166 mg; yield, 59%) as a white solid according to the method described in Example 18b. Starting materials: C(C)(C)(C)C1CCC2(CC(CO2)OS(=O)(=O)C2=CC=C(C=C2)C)CC1 (8-t-butyl-3-(p-toluenesulfonyloxy)-1-oxaspiro-(4,5)decane), [C-]#N.[Na+] (sodium cyanide), Light petroleum ethylacetate. Run in CN(C)C=O (DMF). Reaction conditions: temperature 100 celsius. The product is C(C)(C)(C)C1CCC2(CC(CO2)C#N)CC1 (8-t-butyl-3-cyano-1-oxaspiro(4,5)decane). Yield: 99.4%. RXN SMILES: [C:1]([CH:5]1[CH2:25][CH2:24][C:8]2([O:12][CH2:11][CH:10](OS(C3C=CC(C)=CC=3)(=O)=O)[CH2:9]2)[CH2:7][CH2:6]1)([CH3:4])([CH3:3])[CH3:2].[C-:26]#[N:27].[Na+]>CN(C=O)C>[C:1]([CH:5]1[CH2:6][CH2:7][C:8]2([O:12][CH2:11][CH:10]([C:26]#[N:27])[CH2:9]2)[CH2:24][CH2:25]1)([CH3:2])([CH3:3])[CH3:4] |f:1.2|. Procedure: A mixture of 8-t-butyl-3-(p-toluenesulfonyloxy)-1-oxaspiro-(4,5)decane (18.3 g, 50 mmol) and sodium cyanide (4.9 g, 100 mmol) in dry DMF (75 ml) was heated to 100° C. for 6 hours. Light petroleum/ethylacetate 4:1 (50 ml) was added and the mixture was filtrated from insoluble material. The filtrate was then evaporated in vacuo and the resulting residue was taken up in toluene (100 ml). It was washed with water, dried (MgSO4) and evaporated in vacuo to yield a brownish oil (11.0 g) which was Kugel... Reactants: hydrochloride salt, Cl (HCl), C(C)(C)(C)C=1C=C(CN[C@H]2CS(C[C@H]([C@@H]2O)CC2=CC(=C(C(=C2)OCC(F)(F)F)[N+](=O)[O-])F)(=O)=O)C=CC1 ((3R,4S,5S)-3-(3-tert-butyl-benzylamino)-5-[3-fluoro-4-nitro-5-(2,2,2-trifluoro-ethoxy)-benzyl]-1,1-dioxo-hexahydro-1lambda*6*-thiopyran-4-ol), NiCl2-6H2O, CO (MeOH), [BH4-].[Na+] (NaBH4). The solvent is CCOCC (Et2O). Run at temperature 2.5 celsius, time 1 hour. Product: Cl.Cl.NC1=C(C=C(C[C@@H]2CS(C[C@@H]([C@H]2O)NCC2=CC(=CC=C2)C(C)(C)C)(=O)=O)C=C1OCCOC)F ((3S,4S,5R)-3-[4-Amino-3-fluoro-5-(2-methoxy-ethoxy)-benzyl]-5-(3-tert-butyl-benzylamino)-1,1-dioxo-hexahydro-1lambda*6*-thiopyran-4-ol dihydrochloride). Reaction SMILES: [C:1]([C:5]1[CH:6]=[C:7]([CH:36]=[CH:37][CH:38]=1)[CH2:8][NH:9][C@@H:10]1[C@@H:15]([OH:16])[C@H:14]([CH2:17][C:18]2[CH:23]=[C:22]([O:24][CH2:25][C:26](F)(F)F)[C:21]([N+:30]([O-])=O)=[C:20]([F:33])[CH:19]=2)[CH2:13][S:12](=[O:35])(=[O:34])[CH2:11]1)([CH3:4])([CH3:3])[CH3:2].[BH4-].[Na+].[ClH:41].[CH3:42][OH:43]>CCOCC>[ClH:41].[ClH:41].[NH2:30][C:21]1[C:22]([O:24][CH2:25][CH2:26][O:43][CH3:42])=[CH:23][C:18]([CH2:17][C@H:14]2[C@H:15]([OH:16])[C@@H:10]([NH:9][CH2:8][C:7]3[CH:36]=[CH:37][CH:38]=[C:5]([C:1]([CH3:4])([CH3:2])[CH3:3])[CH:6]=3)[CH2:11][S:12](=[O:35])(=[O:34])[CH2:13]2)=[CH:19][C:20]=1[F:33] |f:1.2,6.7.8|. Procedure details: To a solution of (3R,4S,5S)-3-(3-tert-butyl-benzylamino)-5-[3-fluoro-4-nitro-5-(2,2,2-trifluoro-ethoxy)-benzyl]-1,1-dioxo-hexahydro-1lambda*6*-thiopyran-4-ol (0.082 g, 0.166 mol) in MeOH (5 mL) was added NiCl2-6H2O (0.038 g, 0.155 mmol) and at 0° C. NaBH4 (0.024 g, 0.62 mmol) in two portions. After stirring for 1 h at 0-5° C. the reaction was quenched by addition of 1N aq. HCl. The reaction mixture was stirred for 0.5 h at 25° C. and extracted with EtOAc. The combined organic extracts were washe... Reactants: CCOC(C)=O, CO, O=Cc1ccc(O)cc1, COC(=O)c1ccc(O)cc1. Product: Oc1ccc(O)cc1, COC(=O)c1ccc(O)cc1. Reaction SMILES: [CH3:21][CH2:22][O:23][C:24]([CH3:25])=[O:26].[CH3:27][OH:28].[OH:12][c:13]1[cH:14][cH:15][c:16]([CH:17]=[O:18])[cH:19][cH:20]1.[OH:1][c:2]1[cH:3][cH:4][c:5]([C:6](=[O:7])[O:8][CH3:9])[cH:10][cH:11]1>>[OH:12][c:13]1[cH:14][cH:15][c:16]([OH:23])[cH:19][cH:20]1.[OH:1][c:2]1[cH:3][cH:4][c:5]([C:6](=[O:7])[O:8][CH3:9])[cH:10][cH:11]1. The reactants are N([C@H](CC1=CC=CC=C1)C(=O)N[C@@H](CC(C)C)C(=O)N[C@@H](CCSC)C(=O)N)C(=O)OC(C)(C)C (BocDPhe-Leu-MetNH2), Cl (hydrogen chloride). Solvent: C(C)(=O)OCC (ethyl acetate). The product is N[C@H](CC1=CC=CC=C1)C(=O)N[C@@H](CC(C)C)C(=O)N[C@@H](CCSC)C(=O)N.Cl (HDPhe-Leu-MetNH2 hydrochloride). The yield is 82.0%. Reaction SMILES: [NH:1](C(OC(C)(C)C)=O)[C@@H:2]([C:10]([NH:12][C@H:13]([C:18]([NH:20][C@H:21]([C:26]([NH2:28])=[O:27])[CH2:22][CH2:23][S:24][CH3:25])=[O:19])[CH2:14][CH:15]([CH3:17])[CH3:16])=[O:11])[CH2:3][C:4]1[CH:9]=[CH:8][CH:7]=[CH:6][CH:5]=1.[ClH:36]>C(OCC)(=O)C>[NH2:1][C@@H:2]([C:10]([NH:12][C@H:13]([C:18]([NH:20][C@H:21]([C:26]([NH2:28])=[O:27])[CH2:22][CH2:23][S:24][CH3:25])=[O:19])[CH2:14][CH:15]([CH3:17])[CH3:16])=[O:11])[CH2:3][C:4]1[CH:5]=[CH:6][CH:7]=[CH:8][CH:9]=1.[ClH:36] |f:3.4|. Procedure: Condensation of BocDPheOH (2.65 g.) and HLeu-MetNH2 hydrochloride salt (Example 1, 2.98 g.) by the mixed anhydride method using isobutyl chloroformate gave BocDPhe-Leu-MetNH2 in 57% yield. De-t-butoxycarbonylation of BocDPhe-Leu-MetNH2 (2.7 g.) using hydrogen chloride in ethyl acetate gave HDPhe-Leu-MetNH2 hydrochloride salt in 82% yield. The reactants are CCNCc1ccc(O)cc1, COc1ccccc1N(CC(=O)O)S(=O)(=O)c1ccccc1C. The product is CCN(Cc1ccc(O)cc1)C(=O)CN(c1ccccc1OC)S(=O)(=O)c1ccccc1C. RXN SMILES: [CH2:24]([CH3:25])[NH:26][CH2:27][c:28]1[cH:29][cH:30][c:31]([OH:34])[cH:32][cH:33]1.[CH3:1][O:2][c:3]1[c:4]([N:9]([S:10](=[O:11])(=[O:12])[c:13]2[c:14]([CH3:19])[cH:15][cH:16][cH:17][cH:18]2)[CH2:20][C:21](=[O:22])[OH:23])[cH:5][cH:6][cH:7][cH:8]1>>[CH3:1][O:2][c:3]1[c:4]([N:9]([S:10](=[O:11])(=[O:12])[c:13]2[c:14]([CH3:19])[cH:15][cH:16][cH:17][cH:18]2)[CH2:20][C:21](=[O:22])[N:26]([CH2:24][CH3:25])[CH2:27][c:28]2[cH:29][cH:30][c:31]([OH:34])[cH:32][cH:33]2)[cH:5][cH:6][cH:7][cH:8]1. Reactants: ClC1=C2C(=NC=C1[N+](=O)[O-])SC(=C2)C (4-Chloro-5-nitro-2-methylthieno[2,3-b]pyridine), N (ammonia). Run in CC(C)O (2-propanol). Yields the product NC1=C2C(=NC=C1[N+](=O)[O-])SC(=C2)C (4-Amino-5-nitro-2-methylthieno[2,3-b]pyridine). Yield: 93.0%. As a reaction SMILES: Cl[C:2]1[C:7]([N+:8]([O-:10])=[O:9])=[CH:6][N:5]=[C:4]2[S:11][C:12]([CH3:14])=[CH:13][C:3]=12.[NH3:15]>CC(O)C>[NH2:15][C:2]1[C:7]([N+:8]([O-:10])=[O:9])=[CH:6][N:5]=[C:4]2[S:11][C:12]([CH3:14])=[CH:13][C:3]=12. Procedure details: To a stirred solution of 1.60 g of 4-chloro-5-nitro-2-methylthieno[2,3-b]pyridine 3 in 50 ml of 2-propanol is introduced excess amount of anhydrous ammonia at 55° C. during 3 hours. The reaction mixture is concentrated in vacuo. The residue is washed with ether and suspended in 7 ml of 1N sodium hydroxide solution with stirring. The resulting crystals are collected by filtration and washed with water and a small amount of ethanol to yield 1.37 g (93%) of Compound 4 as orange crystals melting at ...